The task is: describe an organic reaction: reactants, conditions, products, and yield. This data is from the Open Reaction Database (ORD), a public repository of structured organic reaction records. The reactants are CCOC(=O)CBr, C1CCOC1, COc1ccc(S)cc1, [H-], [Na+]. The product is CCOC(=O)CSc1ccc(OC)cc1. RXN SMILES: [Br:12][CH2:13][C:14](=[O:15])[O:16][CH2:17][CH3:18].[CH2:19]1[O:20][CH2:21][CH2:22][CH2:23]1.[CH3:3][O:4][c:5]1[cH:6][cH:7][c:8]([SH:11])[cH:9][cH:10]1.[H-:1].[Na+:2]>>[CH3:3][O:4][c:5]1[cH:6][cH:7][c:8]([S:11][CH2:13][C:14](=[O:15])[O:16][CH2:17][CH3:18])[cH:9][cH:10]1. The reactants are C[Si](C)(C)CCOCn1ccc2c(-c3cnn(C4(CC#N)CC(CBr)C4)c3)ncnc21, CN(C)C=O. The product is CC1CC(CC#N)(n2cc(-c3ncnc4c3ccn4COCC[Si](C)(C)C)cn2)C1. As a reaction SMILES: [Br:1][CH2:2][CH:3]1[CH2:4][C:5]([n:7]2[n:8][cH:9][c:10](-[c:12]3[c:13]4[c:14]([n:15][cH:16][n:17]3)[n:18]([CH2:21][O:22][CH2:23][CH2:24][Si:25]([CH3:26])([CH3:27])[CH3:28])[cH:19][cH:20]4)[cH:11]2)([CH2:29][C:30]#[N:31])[CH2:6]1.[O:32]=[CH:33][N:34]([CH3:35])[CH3:36]>>[CH3:2][CH:3]1[CH2:4][C:5]([n:7]2[n:8][cH:9][c:10](-[c:12]3[c:13]4[c:14]([n:15][cH:16][n:17]3)[n:18]([CH2:21][O:22][CH2:23][CH2:24][Si:25]([CH3:26])([CH3:27])[CH3:28])[cH:19][cH:20]4)[cH:11]2)([CH2:29][C:30]#[N:31])[CH2:6]1.